This data is from the Open Reaction Database (ORD), a public repository of structured organic reaction records. The task is: describe an organic reaction: reactants, conditions, products, and yield The reactants are CCOC(=O)C (EtOAc), S(N)(O)(=O)=O (sulphamic acid), [O-]Cl=O.[Na+] (NaClO2), C(C1=CC=CC=C1)OC1=C(C=CC(=N1)C=O)[N+](=O)[O-] (6-(benzyloxy)-5-nitropicolinaldehyde). Solvent: CCCCCC (hexane), CC(=O)C.O (acetone water). Reaction conditions: temperature 0 celsius. Yields the product C(C1=CC=CC=C1)OC1=C(C=CC(=N1)C(=O)O)[N+](=O)[O-] (6-(Benzyloxy)-5-nitropicolinic acid). As a reaction SMILES: [CH2:1]([O:8][C:9]1[N:14]=[C:13]([CH:15]=[O:16])[CH:12]=[CH:11][C:10]=1[N+:17]([O-:19])=[O:18])[C:2]1[CH:7]=[CH:6][CH:5]=[CH:4][CH:3]=1.S(=O)(=O)([OH:22])N.[O-]Cl=O.[Na+].CCOC(C)=O>CC(C)=O.O.CCCCCC>[CH2:1]([O:8][C:9]1[N:14]=[C:13]([C:15]([OH:22])=[O:16])[CH:12]=[CH:11][C:10]=1[N+:17]([O-:19])=[O:18])[C:2]1[CH:3]=[CH:4][CH:5]=[CH:6][CH:7]=1 |f:2.3,5.6|. Procedure: To a cooled (0° C.) stirred mixture of 6-(benzyloxy)-5-nitropicolinaldehyde (0.5 g, 0.0019 mol) in acetone:water (1:1, 5 mL), was added sulphamic acid (280 mg, 0.00029 mol, Aldrich) and NaClO2 (260 mg, 0.00029 mol, Aldrich). The reaction mixture was stirred for 2 h at the same temperature. After completion of the reaction (monitored by TLC, 10% EtOAc in hexane), the reaction mixture was quenched with water (2 mL) and extracted with EtOAc (20 mL×3). The organic layers were combined, dried over an... The reactants are C(C)(C)(C)OC(=O)N1C2=C(OCC1)C=CC(=N2)CC(=O)OC(C)(C)C (6-tert-butoxycarbonylmethyl-2,3-dihydro-pyrido[3,2-b][1,4]oxazine-4-carboxylic acid tert-butyl ester), [BH4-].[Li+] (lithium borohydride). Solvent: C1CCOC1 (THF). Run at time 10 minute. The product is O1C2=C(NCC1)N=C(C=C2)CCO (2-(3,4-dihydro-2h-pyrido[3,2-b][1,4]oxazin-6-yl)-ethanol). Yield: 94.9%. Reaction SMILES: C(OC([N:8]1[CH2:13][CH2:12][O:11][C:10]2[CH:14]=[CH:15][C:16]([CH2:18][C:19](OC(C)(C)C)=[O:20])=[N:17][C:9]1=2)=O)(C)(C)C.[BH4-].[Li+]>C1COCC1>[O:11]1[CH2:12][CH2:13][NH:8][C:9]2[N:17]=[C:16]([CH2:18][CH2:19][OH:20])[CH:15]=[CH:14][C:10]1=2 |f:1.2|. Reported procedure: To a solution of 6-tert-butoxycarbonylmethyl-2,3-dihydro-pyrido[3,2-b][1,4]oxazine-4-carboxylic acid tert-butyl ester (350 mg, 1mmol) in THF (4.0 ml) was added a solution of lithium borohydride (0.6 ml, 2.0 m in thf). The mixture was refluxed overnight, then cooled in an ice-bath. Aqueous solution of naoh (0.36 ml, 5%) was added. The ice-bath was removed. Additional h2o (0.36 ml) was added and the mixture stirred for 10 min. Celite and na2so4 were added. The mixture was filtered through celite, ... The reactants are C(C)OC(=O)C=1C(=NOC1)C1=C(C=CC=C1)C (3-o-tolyl-isoxazole-4-carboxylic acid ethyl ester), Cl (HCl). Solvent: C(C)(=O)O (acetic acid). Yields the product C1(=C(C=CC=C1)C1=NOC=C1C(=O)O)C (3-o-tolyl-isoxazole-4-carboxylic acid). The yield is 80.2%. RXN SMILES: C([O:3][C:4]([C:6]1[C:7]([C:11]2[CH:16]=[CH:15][CH:14]=[CH:13][C:12]=2[CH3:17])=[N:8][O:9][CH:10]=1)=[O:5])C.Cl>C(O)(=O)C>[C:12]1([CH3:17])[CH:13]=[CH:14][CH:15]=[CH:16][C:11]=1[C:7]1[C:6]([C:4]([OH:5])=[O:3])=[CH:10][O:9][N:8]=1. Procedure: A solution of 3-o-tolyl-isoxazole-4-carboxylic acid ethyl ester (1.32 g, 5.71 mmol, 1.0 equiv), 6M HCl aqueous solution (40 mL) and acetic acid (24 mL) was heated to reflux for 5 hours. After cooling, the mixture was partitioned between water and ethyl acetate and separated. The organic phase was sequentially washed with water and saturated aqueous sodium chloride solution. The collected organic was then dried over anhydrous sodium sulfate, filtered, and concentrated under vacuum to give 930 mg ... Reactants: CC(CCCC(C)C)SC1=CC=C(C(=O)O)C=C1 (p-[(1,5-dimethylhexyl)thio]benzoic acid), C(C#C)Br (propargyl bromide). The product is C(C#C)OC(C1=CC=C(C=C1)SC(CCCC(C)C)C)=O (p-[(1,5-dimethylhexyl)thio]benzoic acid propargyl ester). Reaction SMILES: [CH3:1][CH:2]([S:9][C:10]1[CH:18]=[CH:17][C:13]([C:14]([OH:16])=[O:15])=[CH:12][CH:11]=1)[CH2:3][CH2:4][CH2:5][CH:6]([CH3:8])[CH3:7].[CH2:19](Br)[C:20]#[CH:21]>>[CH2:21]([O:15][C:14](=[O:16])[C:13]1[CH:12]=[CH:11][C:10]([S:9][CH:2]([CH3:1])[CH2:3][CH2:4][CH2:5][CH:6]([CH3:7])[CH3:8])=[CH:18][CH:17]=1)[C:20]#[CH:19]. Procedure: By utilizing the procedure of Example 8, by reacting p-[(1,5-dimethylhexyl)thio]benzoic acid and propargyl bromide, there is obtained p-[(1,5-dimethylhexyl)thio]benzoic acid propargyl ester M.P. 130°-131°C/0.03 mmHg. The reactants are C1(=CC=CC=C1)P(C1=CC=CC=C1)C1=CC=CC=C1 (triphenylphosphine), N(=NC(=O)OC(C)C)C(=O)OC(C)C (diisopropyl azodicarboxylate), C1(NC(C2=CC=CC=C12)=O)=O (isoindoline-1,3-dione), CC1(C=CC(CC1)O)C (4,4-dimethylcyclohex-2-enol). Solvent: C1CCOC1 (THF). Reaction conditions: temperature 0 celsius. Yields the product CC1(C=CC(CC1)N1C(C2=CC=CC=C2C1=O)=O)C (2-(4,4-dimethylcyclohex-2-enyl)isoindoline-1,3-dione). The yield is 42.8%. RXN SMILES: C1(P(C2C=CC=CC=2)C2C=CC=CC=2)C=CC=CC=1.[C:20]1(=[O:30])[C:28]2[C:23](=[CH:24][CH:25]=[CH:26][CH:27]=2)[C:22](=[O:29])[NH:21]1.[CH3:31][C:32]1([CH3:39])[CH2:37][CH2:36][CH:35](O)[CH:34]=[CH:33]1.N(C(OC(C)C)=O)=NC(OC(C)C)=O>C1COCC1>[CH3:31][C:32]1([CH3:39])[CH2:37][CH2:36][CH:35]([N:21]2[C:22](=[O:29])[C:23]3[C:28](=[CH:27][CH:26]=[CH:25][CH:24]=3)[C:20]2=[O:30])[CH:34]=[CH:33]1. Reported procedure: Resin supported triphenylphosphine (32.7 g, 106 mmol), isoindoline-1,3-dione (17.19 g, 117 mmol), and 4,4-dimethylcyclohex-2-enol (13.4 g, 106 mmol) were combined and THF (197 mL) was added. The mixture was stirred and cooled to 0° C., then diisopropyl azodicarboxylate (21.09 mL, 107 mmol) was added drop-wise over 2 min. The reaction was stirred and allowed to warm slowly to ambient temperature overnight. The reaction mixture was filtered and then concentrated to a yellow solid under reduced pre... Starting materials: B (Borane), solution, COCOC1=C(C=CC(=C1)OCOC)C1CC(CCC1)=NO ((±)-3-[2,4-bis(methoxymethoxy)phenyl]cyclohexanone oxime), C(O)([O-])=O.[Na+] (sodium hydrogen carbonate), saturated aqueous solution, C(C)(=O)O (acetic acid). Run in O1CCCC1 (tetrahydrofuran), O1CCCC1 (tetrahydrofuran). Run at time 2 hour. Product: COCOC1=C(C=CC(=C1)OCOC)C1CC(CCC1)NO ((±)-N-{3-[2,4-Bis(methoxymethoxy)phenyl]cyclohexyl}hydroxylamine). RXN SMILES: B.[CH3:2][O:3][CH2:4][O:5][C:6]1[CH:11]=[C:10]([O:12][CH2:13][O:14][CH3:15])[CH:9]=[CH:8][C:7]=1[CH:16]1[CH2:21][CH2:20][CH2:19][C:18](=[N:22][OH:23])[CH2:17]1.C(O)(=O)C.C(=O)([O-])O.[Na+]>O1CCCC1>[CH3:2][O:3][CH2:4][O:5][C:6]1[CH:11]=[C:10]([O:12][CH2:13][O:14][CH3:15])[CH:9]=[CH:8][C:7]=1[CH:16]1[CH2:21][CH2:20][CH2:19][CH:18]([NH:22][OH:23])[CH2:17]1 |f:3.4|. Reported procedure: Borane (0.412 ml of a 1M solution in tetrahydrofuran) was added to a stirred solution of (±)-3-[2,4-bis(methoxymethoxy)phenyl]cyclohexanone oxime (85 mg) in tetrahydrofuran (2 ml) at 0° C. under argon. After 2 hr, acetic acid (1 ml) was added and the mixture was allowed to warm to ambient temperature. After 16 hr, sodium hydrogen carbonate (20 ml of a saturated aqueous solution) was added, the mixture was extracted with ethyl acetate (3×20 ml) and the combined organic extracts were dried over ma... Reactants: CCc1nc2c(F)ccc(OCC(=O)OC)c2c(OC(F)F)c1Cc1ccc(Cl)cc1Cl, CO, CC(=O)O, [Na+], [OH-], O. Yields the product CCc1nc2c(F)ccc(OCC(=O)O)c2c(OC(F)F)c1Cc1ccc(Cl)cc1Cl. As a reaction SMILES: [CH3:1][O:2][C:3]([CH2:4][O:5][c:6]1[c:7]2[c:8]([O:28][CH:29]([F:30])[F:31])[c:9]([CH2:19][c:20]3[c:21]([Cl:27])[cH:22][c:23]([Cl:26])[cH:24][cH:25]3)[c:10]([CH2:17][CH3:18])[n:11][c:12]2[c:13]([F:16])[cH:14][cH:15]1)=[O:32].[CH3:33][OH:34].[CH3:38][C:39](=[O:40])[OH:41].[Na+:37].[OH-:36].[OH2:35]>>[O:2]=[C:3]([CH2:4][O:5][c:6]1[c:7]2[c:8]([O:28][CH:29]([F:30])[F:31])[c:9]([CH2:19][c:20]3[c:21]([Cl:27])[cH:22][c:23]([Cl:26])[cH:24][cH:25]3)[c:10]([CH2:17][CH3:18])[n:11][c:12]2[c:13]([F:16])[cH:14][cH:15]1)[OH:32]. Starting materials: acrylates, C[C@]12CC[C@@H](C1(C)C)CC2C(=C)C(=O)[O-] (isobornyl-acrylate), C=CC1=CC=CC=C1 (styrene), C=CC1=CC=CC=C1 (styrene), C(C=C)(=O)OCCCO (hydroxypropyl acrylate), C(C=C)(=O)OCCCC (butyl acrylate). Run at temperature 150 celsius, time 2 hour. Yields the product CC(=C)CC(C)(C)C.C=CC1=CC=CC=C1 (diisobutylene styrene). RXN SMILES: [CH2:1]=[CH:2][C:3]1[CH:8]=[CH:7][CH:6]=[CH:5][CH:4]=1.C(OCCCO)(=O)C=C.C[C@@:19]12[CH:27]([C:28](C([O-])=O)=C)[CH2:26][C@H:22]([C:23]1([CH3:25])[CH3:24])CC2.C(OCCCC)(=O)C=C>>[CH3:28][C:27]([CH2:19][C:23]([CH3:25])([CH3:24])[CH3:22])=[CH2:26].[CH2:1]=[CH:2][C:3]1[CH:8]=[CH:7][CH:6]=[CH:5][CH:4]=1 |f:4.5|. Procedure: Charge 1 was added to a 4-liter stirred stainless steel pressure reactor. The reactor was pressurized with nitrogen providing a 5 psig pad on the reactor. The agitation on the reactor was set at 500 rpm and the reactor temperature was adjusted to 150° C. Charge 2 was added to the reactor at an addition rate of 36 grams/hour over a 2.5 hour period. After 15 minutes Charge 3 was added to reactor at an addition rate of 1000 grams/hour over a 2 hour period. During the monomer addition the temperatur... Reactants: C(C)(C)(C)OC(=O)N[C@@H](CC1CCOCC1)C(=O)NCC(=O)OC (methyl N-(tert-butoxycarbonyl)-3-(tetrahydro-2H-pyran-4-yl)-alanylglycinate), C(=O)(C(F)(F)F)O (TFA). Run in C(Cl)Cl (CH2Cl2). Conditions: time 10 minute. Product: O1CCC(CC1)CC1C(NCC(N1)=O)=O (3-(tetrahydro-2H-pyran-4-ylmethyl)-2,5-piperazinedione). Yield: 77.9%. As a reaction SMILES: C(OC([NH:8][C@H:9]([C:17]([NH:19][CH2:20][C:21]([O:23]C)=O)=[O:18])[CH2:10][CH:11]1[CH2:16][CH2:15][O:14][CH2:13][CH2:12]1)=O)(C)(C)C.C(O)(C(F)(F)F)=O>C(Cl)Cl>[O:14]1[CH2:13][CH2:12][CH:11]([CH2:10][CH:9]2[NH:8][C:21](=[O:23])[CH2:20][NH:19][C:17]2=[O:18])[CH2:16][CH2:15]1. Reported procedure: A 250 mL round-bottomed flask was charged with methyl N-(tert-butoxycarbonyl)-3-(tetrahydro-2H-pyran-4-yl)-alanylglycinate (3.00 g, 8.71 mmol), 10 mL of CH2Cl2, and 5 mL of TFA. After 10 min, the mixture was concentrated then re-dissolved in MeOH (50 mL) and triethylamine (10 mL) and then heated at reflux for 18 h. After that time, the white precipitate formed was collected by filtration to give 3-(tetrahydro-2H-pyran-4-ylmethyl)-2,5-piperazinedione (1.44 g) as a white solid.